Dataset: the Open Reaction Database (ORD), a public repository of structured organic reaction records. Task: describe an organic reaction: reactants, conditions, products, and yield Reactants: Cl.Cl.CC1=NC2=CC=CC(=C2C=C1)N1CCN(CC1)CCC=1C=C(C=CC1)N1C(NCC1)=O (1-(3-{2-[4-(2-Methyl-5-quinolinyl)-1-piperazinyl]ethyl}phenyl)-2-imidazolidinone dihydrochloride), [H-].[Na+] (sodium hydride), ICC (iodoethane). Solvent: CO (methanol), CN(C)C=O (DMF). Reaction conditions: time 15 minute. Product: Cl.C(C)N1C(N(CC1)C1=CC(=CC=C1)CCN1CCN(CC1)C1=C2C=CC(=NC2=CC=C1)C)=O (1-Ethyl-3-(3-{2-[4-(2-methyl-5-quinolinyl)-1-piperazinyl]ethyl}phenyl)-2-imidazolidinone hydrochloride). Reaction SMILES: [ClH:1].Cl.[CH3:3][C:4]1[CH:13]=[CH:12][C:11]2[C:6](=[CH:7][CH:8]=[CH:9][C:10]=2[N:14]2[CH2:19][CH2:18][N:17]([CH2:20][CH2:21][C:22]3[CH:23]=[C:24]([N:28]4[CH2:32][CH2:31][NH:30][C:29]4=[O:33])[CH:25]=[CH:26][CH:27]=3)[CH2:16][CH2:15]2)[N:5]=1.[H-].[Na+].I[CH2:37][CH3:38]>CN(C=O)C.CO>[ClH:1].[CH2:37]([N:30]1[CH2:31][CH2:32][N:28]([C:24]2[CH:25]=[CH:26][CH:27]=[C:22]([CH2:21][CH2:20][N:17]3[CH2:18][CH2:19][N:14]([C:10]4[CH:9]=[CH:8][CH:7]=[C:6]5[C:11]=4[CH:12]=[CH:13][C:4]([CH3:3])=[N:5]5)[CH2:15][CH2:16]3)[CH:23]=2)[C:29]1=[O:33])[CH3:38] |f:0.1.2,3.4,8.9|. Procedure: To a stirred solution of 1-(3-{2-[4-(2-methyl-5-quinolinyl)-1-piperazinyl]ethyl}phenyl)-2-imidazolidinone (Example 85, 50 mg) in DMF (1 mL) was added sodium hydride (60%, 10 mg). The mixture was stirred for 15 minutes, then iodoethane (11 L) was added. The mixture was stirred for 90 minutes then diluted with methanol (5 mL) and purified by ion exchange chromatography [SCX-2; MeOH-(1M NH3/MeOH): (100:0)→(0:100)]. The basic washings were concentrated in vacuo and purified by column chromatography ...